Dataset: the Open Reaction Database (ORD), a public repository of structured organic reaction records. Task: describe an organic reaction: reactants, conditions, products, and yield RXN SMILES: [C:19]([OH:20])(=[O:21])[CH3:22].[ClH:18].[n:1]1[cH:2][cH:3][n:4]2[c:5]1[cH:6][cH:7][cH:8][c:9]2[CH2:10][C:11](=[O:12])[O:13][C:14]([CH3:15])([CH3:16])[CH3:17]>>[n:1]1[cH:2][cH:3][n:4]2[c:5]1[cH:6][cH:7][cH:8][c:9]2[CH2:10][C:11](=[O:12])[OH:13]. Starting materials: CC(=O)O, Cl, CC(C)(C)OC(=O)Cc1cccc2nccn12. The product is O=C(O)Cc1cccc2nccn12. Reactants: COC=1C=C2CCC(CC2=CC1)=O (6-methoxy-2-tetralone), Cl (HCl), resultant mixture, oil, N1CCCC1 (pyrrolidine), C(C1=CC=CC=C1)Br (benzyl bromide). Solvent: O (Water), C1(=CC=CC=C1)C (toluene). Product: C(C1=CC=CC=C1)C1C(CCC2=CC(=CC=C12)OC)=O (1-Benzyl-6-methoxy-3,4-dihydro-1H-naphthalen-2-one). The yield is 84.7%. RXN SMILES: [CH3:1][O:2][C:3]1[CH:4]=[C:5]2[C:10](=[CH:11][CH:12]=1)[CH2:9][C:8](=[O:13])[CH2:7][CH2:6]2.N1CCCC1.[CH2:19](Br)[C:20]1[CH:25]=[CH:24][CH:23]=[CH:22][CH:21]=1.Cl>C1(C)C=CC=CC=1.O>[CH2:19]([CH:9]1[C:10]2[C:5](=[CH:4][C:3]([O:2][CH3:1])=[CH:12][CH:11]=2)[CH2:6][CH2:7][C:8]1=[O:13])[C:20]1[CH:25]=[CH:24][CH:23]=[CH:22][CH:21]=1. Procedure details: A solution of 51 g (0.289 mol) of 6-methoxy-2-tetralone of formula A-1 wherein Rx is methoxy, and 24.2 mL (0.289 mol) of pyrrolidine in 1.5 L of toluene was heated to reflux, over a Dean-Stark trap, overnight. After removal of the azeotroped water, the reaction mixture was cooled to RT, concentrated to an oil, and dissolved in 725 mL of dioxane. To this solution was added 52 mL (0.434 mol) of benzyl bromide and the resulting solution was heated to reflux overnight. Water (100 mL) was added to th... Starting materials: COc1ccc(-c2ccnc3ccc(-c4cn(C(c5ccccc5)(c5ccccc5)c5ccccc5)nc4C(F)(F)F)cc23)cn1, O=C(O)C(F)(F)F. Yields the product COc1ccc(-c2ccnc3ccc(-c4c[nH]nc4C(F)(F)F)cc23)cn1. RXN SMILES: [CH3:1][O:2][c:3]1[cH:4][cH:5][c:6](-[c:9]2[cH:10][cH:11][n:12][c:13]3[cH:14][cH:15][c:16](-[c:19]4[c:20]([C:43]([F:44])([F:45])[F:46])[n:21][n:22]([C:24]([c:25]5[cH:26][cH:27][cH:28][cH:29][cH:30]5)([c:31]5[cH:32][cH:33][cH:34][cH:35][cH:36]5)[c:37]5[cH:38][cH:39][cH:40][cH:41][cH:42]5)[cH:23]4)[cH:17][c:18]23)[cH:7][n:8]1.[OH:47][C:48]([C:49]([F:50])([F:51])[F:52])=[O:53]>>[CH3:1][O:2][c:3]1[cH:4][cH:5][c:6](-[c:9]2[cH:10][cH:11][n:12][c:13]3[cH:14][cH:15][c:16](-[c:19]4[c:20]([C:43]([F:44])([F:45])[F:46])[n:21][nH:22][cH:23]4)[cH:17][c:18]23)[cH:7][n:8]1. Reactants: ClC=1C=C(C=CC1)C(C1=CC2=C(N(C(S2)=O)CCOC2=CC=C(OC(C(=O)OCC)(C)C)C=C2)C=C1)=NO (Ethyl 2-{4-[2-(6-[(3-chlorophenyl)(hydroxyimino)methyl]-2-oxo-1,3-benzothiazol-3(2H)-yl)ethoxy]phenoxy}-2-methylpropanoate), [OH-].[K+] (potassium hydroxide), Cl (HCl). Solvent: C(C)O (ethanol), C(C)O (ethanol). Product: ClC=1C=C(C=CC1)C(C1=CC2=C(N(C(S2)=O)CCOC2=CC=C(OC(C(=O)O)(C)C)C=C2)C=C1)=NO (2-{4-[2-(6-[(3-Chlorophenyl)(hydroxyimino)methyl]-2-oxo-1,3-benzothiazol-3(2H)-yl)ethoxy]phenoxy}-2-methylpropanoic acid). RXN SMILES: [Cl:1][C:2]1[CH:3]=[C:4]([C:8](=[N:37][OH:38])[C:9]2[CH:36]=[CH:35][C:12]3[N:13]([CH2:17][CH2:18][O:19][C:20]4[CH:34]=[CH:33][C:23]([O:24][C:25]([CH3:32])([CH3:31])[C:26]([O:28]CC)=[O:27])=[CH:22][CH:21]=4)[C:14](=[O:16])[S:15][C:11]=3[CH:10]=2)[CH:5]=[CH:6][CH:7]=1.[OH-].[K+].Cl>C(O)C>[Cl:1][C:2]1[CH:3]=[C:4]([C:8](=[N:37][OH:38])[C:9]2[CH:36]=[CH:35][C:12]3[N:13]([CH2:17][CH2:18][O:19][C:20]4[CH:34]=[CH:33][C:23]([O:24][C:25]([CH3:32])([CH3:31])[C:26]([OH:28])=[O:27])=[CH:22][CH:21]=4)[C:14](=[O:16])[S:15][C:11]=3[CH:10]=2)[CH:5]=[CH:6][CH:7]=1 |f:1.2|. Procedure: To a solution of the compound obtained in Example 37 (0.6 g) in 5 ml of ethanol 95° there is added potassium hydroxide (90 mg) dissolved in 1 ml of ethanol 95°. The reaction mixture is heated at reflux overnight. After cooling to ambient temperature, the solution is acidified using 1N HCl. The precipitate obtained is then filtered and purified on a reverse phase, RP18, eluant MeOH/H2O 6/4, to yield the title compound in the form of a white powder. Reactants: C1(=CC=CC=C1)C1=CC=C(C(=O)NCCOC2=CC=C(C=C2)CC(C(=O)OCC)N2C=CC=C2)C=C1 (Ethyl 3-[4-[2-(4-phenylbenzoylamino)ethoxy]phenyl]-2-(pyrrole-1-yl)propionate), product, [OH-].[Na+] (sodium hydroxide). The solvent is CO (methanol). Product: C1(=CC=C(C=C1)C(=O)NCCOC1=CC=C(C=C1)CC(C(=O)O)N1C=CC=C1)C1=CC=CC=C1 (3-[4-[2-(Biphenyl-4-carbonylamino)ethoxy]phenyl]-2-(pyrrole-1-yl)propionic acid). Reaction SMILES: [C:1]1([C:7]2[CH:36]=[CH:35][C:10]([C:11]([NH:13][CH2:14][CH2:15][O:16][C:17]3[CH:22]=[CH:21][C:20]([CH2:23][CH:24]([N:30]4[CH:34]=[CH:33][CH:32]=[CH:31]4)[C:25]([O:27]CC)=[O:26])=[CH:19][CH:18]=3)=[O:12])=[CH:9][CH:8]=2)[CH:6]=[CH:5][CH:4]=[CH:3][CH:2]=1.[OH-].[Na+]>CO>[C:7]1([C:1]2[CH:6]=[CH:5][CH:4]=[CH:3][CH:2]=2)[CH:8]=[CH:9][C:10]([C:11]([NH:13][CH2:14][CH2:15][O:16][C:17]2[CH:22]=[CH:21][C:20]([CH2:23][CH:24]([N:30]3[CH:34]=[CH:33][CH:32]=[CH:31]3)[C:25]([OH:27])=[O:26])=[CH:19][CH:18]=2)=[O:12])=[CH:35][CH:36]=1 |f:1.2|. Procedure details: Ethyl 3-[4-[2-(4-phenylbenzoylamino)ethoxy]phenyl]-2-(pyrrole-1-yl)propionate, which is the product of Example 193, is hydrolyzed by sodium hydroxide in methanol to give the title compound.